From a dataset of the Open Reaction Database (ORD), a public repository of structured organic reaction records. describe an organic reaction: reactants, conditions, products, and yield RXN SMILES: [CH3:1][C:2]1[N:3]([CH3:15])[C:4]2[C:5]([N:14]=1)=[C:6]1[C:11](=[CH:12][CH:13]=2)[NH:10][CH2:9][CH2:8][CH2:7]1.[OH-:16].[Na+].C(Cl)(=O)O[C:20]1[CH:25]=[CH:24][CH:23]=[CH:22][CH:21]=1.[O:28]1[CH2:32]CC[CH2:29]1>>[CH3:1][C:2]1[N:3]([CH3:15])[C:4]2[C:5]([N:14]=1)=[C:6]1[C:11](=[CH:12][CH:13]=2)[N:10]([C:29]([O:28][CH2:32][C:20]2[CH:21]=[CH:22][CH:23]=[CH:24][CH:25]=2)=[O:16])[CH2:9][CH2:8][CH2:7]1 |f:1.2|. Procedure details: A solution of 2,3-dimethyl-6,7,8,9-tetrahydro-3H-imidazo[4,5-f]quinoline (400 mg, 2 mmol) in tetrahydrofuran (10 mL) was stirred at 0° C. Then NaOH (1 N, 10 mL, 10 mmol) was added to the solution and the mixture was stirred at 0° C. for 10 minutes. Phenyl carbonochloridate (1.02 g, 6 mmol) was then added and the mixture was stirred at 0° C. for 1 hour. The layers were then separated and the water layer was extracted with EtOAc (10 mL×3). The combined organic layers were dried with Na2SO4 and fil... Conditions: temperature 0 celsius, time 10 minute. Starting materials: [OH-].[Na+] (NaOH), CC=1N(C=2C(=C3CCCNC3=CC2)N1)C (2,3-dimethyl-6,7,8,9-tetrahydro-3H-imidazo[4,5-f]quinoline), O1CCCC1 (tetrahydrofuran), C(OC1=CC=CC=C1)(=O)Cl (Phenyl carbonochloridate). The product is CC=1N(C=2C(=C3CCCN(C3=CC2)C(=O)OCC2=CC=CC=C2)N1)C (Benzyl 2,3-dimethyl-8,9-dihydro-3H-imidazo[4,5-f]quinoline-6(7H)-carboxylate).